Dataset: the Open Reaction Database (ORD), a public repository of structured organic reaction records. Task: describe an organic reaction: reactants, conditions, products, and yield The reactants are CN(Cc1cc(Br)n(S(=O)(=O)c2cccnc2)c1)C(=O)OC(C)(C)C, COCCOC, OB(O)c1cccnc1F, [Na+], [Na+], O=C([O-])[O-], O, c1ccc(P(c2ccccc2)(c2ccccc2)[Pd](P(c2ccccc2)(c2ccccc2)c2ccccc2)(P(c2ccccc2)(c2ccccc2)c2ccccc2)P(c2ccccc2)(c2ccccc2)c2ccccc2)cc1. Product: CN(Cc1cc(-c2cccnc2F)n(S(=O)(=O)c2cccnc2)c1)C(=O)OC(C)(C)C. RXN SMILES: [Br:1][c:2]1[cH:3][c:4]([CH2:16][N:17]([C:18]([O:19][C:20]([CH3:21])([CH3:22])[CH3:23])=[O:24])[CH3:25])[cH:5][n:6]1[S:7](=[O:8])(=[O:9])[c:10]1[cH:11][n:12][cH:13][cH:14][cH:15]1.[CH3:42][O:43][CH2:44][CH2:45][O:46][CH3:47].[F:26][c:27]1[n:28][cH:29][cH:30][cH:31][c:32]1[B:33]([OH:34])[OH:35].[Na+:36].[Na+:37].[O-:38][C:39](=[O:40])[O-:41].[OH2:48].[cH:49]1[cH:50][cH:51][c:52]([P:53]([Pd:54]([P:55]([c:56]2[cH:57][cH:58][cH:59][cH:60][cH:61]2)([c:62]2[cH:63][cH:64][cH:65][cH:66][cH:67]2)[c:68]2[cH:69][cH:70][cH:71][cH:72][cH:73]2)([P:74]([c:75]2[cH:76][cH:77][cH:78][cH:79][cH:80]2)([c:81]2[cH:82][cH:83][cH:84][cH:85][cH:86]2)[c:87]2[cH:88][cH:89][cH:90][cH:91][cH:92]2)[P:93]([c:94]2[cH:95][cH:96][cH:97][cH:98][cH:99]2)([c:100]2[cH:101][cH:102][cH:103][cH:104][cH:105]2)[c:106]2[cH:107][cH:108][cH:109][cH:110][cH:111]2)([c:112]2[cH:113][cH:114][cH:115][cH:116][cH:117]2)[c:118]2[cH:119][cH:120][cH:121][cH:122][cH:123]2)[cH:124][cH:125]1>>[c:2]1(-[c:32]2[c:27]([F:26])[n:28][cH:29][cH:30][cH:31]2)[cH:3][c:4]([CH2:16][N:17]([C:18]([O:19][C:20]([CH3:21])([CH3:22])[CH3:23])=[O:24])[CH3:25])[cH:5][n:6]1[S:7](=[O:8])(=[O:9])[c:10]1[cH:11][n:12][cH:13][cH:14][cH:15]1.